From a dataset of the Open Reaction Database (ORD), a public repository of structured organic reaction records. describe an organic reaction: reactants, conditions, products, and yield As a reaction SMILES: [CH:1]1([CH:4]([O:16][CH3:17])[C:5]2[O:6][C:7]3[C:13]([O:14][CH3:15])=[CH:12][CH:11]=[CH:10][C:8]=3[CH:9]=2)[CH2:3][CH2:2]1.[Br:18]N1C(=O)CCC1=O>C(#N)C>[Br:18][C:10]1[C:8]2[CH:9]=[C:5]([CH:4]([CH:1]3[CH2:2][CH2:3]3)[O:16][CH3:17])[O:6][C:7]=2[C:13]([O:14][CH3:15])=[CH:12][CH:11]=1. Run in C(C)#N (acetonitrile). The product is BrC1=CC=C(C2=C1C=C(O2)C(OC)C2CC2)OC (4-Bromo-2-(cyclopropyl-methoxy-methyl)-7-methoxybenzofuran), gum. Reported procedure: Prepared from 2-(cyclopropyl-methoxy-methyl)-7-methoxybenzofuran (3.12 g) and N-bromosuccinimide (2.4 g) in acetonitrile (45 ml). The title compound was obtained as an orange gum (3.49 g). Starting materials: C1(CC1)C(C=1OC2=C(C1)C=CC=C2OC)OC (2-(cyclopropyl-methoxy-methyl)-7-methoxybenzofuran), BrN1C(CCC1=O)=O (N-bromosuccinimide).